Dataset: the Open Reaction Database (ORD), a public repository of structured organic reaction records. Task: describe an organic reaction: reactants, conditions, products, and yield Reactants: Br, CO, Cc1ccc(C(=O)NC2CC2)cc1-c1ccc2c(C3=CCN(C(=O)OC(C)(C)C)CC3)nncc2c1, ClCCl, O. Product: Cc1ccc(C(=O)NC2CC2)cc1-c1ccc2c(C3=CCNCC3)nncc2c1. RXN SMILES: [BrH:37].[CH3:38][OH:39].[CH:1]1([NH:4][C:5](=[O:6])[c:7]2[cH:8][cH:9][c:10]([CH3:36])[c:11](-[c:13]3[cH:14][c:15]4[cH:16][n:17][n:18][c:19]([C:23]5=[CH:24][CH2:25][N:26]([C:29]([O:30][C:31]([CH3:32])([CH3:33])[CH3:34])=[O:35])[CH2:27][CH2:28]5)[c:20]4[cH:21][cH:22]3)[cH:12]2)[CH2:2][CH2:3]1.[Cl:41][CH2:42][Cl:43].[OH2:40]>>[CH:1]1([NH:4][C:5](=[O:6])[c:7]2[cH:8][cH:9][c:10]([CH3:36])[c:11](-[c:13]3[cH:14][c:15]4[cH:16][n:17][n:18][c:19]([C:23]5=[CH:24][CH2:25][NH:26][CH2:27][CH2:28]5)[c:20]4[cH:21][cH:22]3)[cH:12]2)[CH2:2][CH2:3]1. Starting materials: N(=NC(=O)OC(C)C)C(=O)OC(C)C (Diisopropyl azodicarboxylate), FC1=CC=C(C=C1)N1C(=C(C(=C1C(=O)OCC)O)O)C(=O)OCC (diethyl 1-(4-fluorophenyl)-3,4-dihydroxy-1H-pyrrole-2,5-dicarboxylate), C(C1=CC=CC=C1)OCCO (2-(benzyloxy)ethanol), C1(=CC=CC=C1)P(C1=CC=CC=C1)C1=CC=CC=C1 (triphenylphosphine). The solvent is C(Cl)Cl (DCM). Conditions: time 1 hour. Yields the product C(C1=CC=CC=C1)OCCOC1=C(N(C(=C1O)C(=O)OCC)C1=CC=C(C=C1)F)C(=O)OCC (Diethyl 3-(2-(benzyloxy)ethoxy)-1-(4-fluorophenyl)-4-hydroxy-1H-pyrrole-2,5-dicarboxylate). The yield is 17.5%. As a reaction SMILES: N(C(OC(C)C)=O)=NC(OC(C)C)=O.[F:15][C:16]1[CH:21]=[CH:20][C:19]([N:22]2[C:26]([C:27]([O:29][CH2:30][CH3:31])=[O:28])=[C:25]([OH:32])[C:24]([OH:33])=[C:23]2[C:34]([O:36][CH2:37][CH3:38])=[O:35])=[CH:18][CH:17]=1.[CH2:39]([O:46][CH2:47][CH2:48]O)[C:40]1[CH:45]=[CH:44][CH:43]=[CH:42][CH:41]=1.C1(P(C2C=CC=CC=2)C2C=CC=CC=2)C=CC=CC=1>C(Cl)Cl>[CH2:39]([O:46][CH2:47][CH2:48][O:33][C:24]1[C:25]([OH:32])=[C:26]([C:27]([O:29][CH2:30][CH3:31])=[O:28])[N:22]([C:19]2[CH:20]=[CH:21][C:16]([F:15])=[CH:17][CH:18]=2)[C:23]=1[C:34]([O:36][CH2:37][CH3:38])=[O:35])[C:40]1[CH:45]=[CH:44][CH:43]=[CH:42][CH:41]=1. Reported procedure: Diisopropyl azodicarboxylate (317 μL, 1.63 mmol) was added to a solution of diethyl 1-(4-fluorophenyl)-3,4-dihydroxy-1H-pyrrole-2,5-dicarboxylate (UL2-003) (500 mg, 1.48 mmol), 2-(benzyloxy)ethanol (232 μL, 1.63 mmol) and triphenylphosphine (428 mg, 1.63 mmol) in DCM (5 ml), at 0° C. The reaction mixture was allowed to warm to RT and stirred for 1 h. The reaction was washed with water (5 mL) and the phases separated using a phase separation cartridge, the organic was concentrated in vacuo to aff... Starting materials: O1CC1COC1=CC=CC2=CC=CC=C12 (1,2-epoxy-3-(1-naphthalenyloxy)propane), 12.0, 9, CS(=O)(=O)NC1=CC=C(C(=O)N2CCNCC2)C=C1 (1-[4-[(methylsulfonyl)amino]benzoyl]piperazine), resultant solution. The solvent is CO (methanol). Product: OC(CN1CCN(CC1)C(C1=CC=C(C=C1)NS(=O)(=O)C)=O)COC1=CC=CC2=CC=CC=C12 (1-[2-Hydroxy-3-(1-naphthalenyloxy)propyl]-4-[4-[(methylsulfonyl)amino]benzoyl]piperazine). Reaction SMILES: [O:1]1[CH:3]([CH2:4][O:5][C:6]2[C:15]3[C:10](=[CH:11][CH:12]=[CH:13][CH:14]=3)[CH:9]=[CH:8][CH:7]=2)[CH2:2]1.[CH3:16][S:17]([NH:20][C:21]1[CH:34]=[CH:33][C:24]([C:25]([N:27]2[CH2:32][CH2:31][NH:30][CH2:29][CH2:28]2)=[O:26])=[CH:23][CH:22]=1)(=[O:19])=[O:18]>CO>[OH:1][CH:3]([CH2:4][O:5][C:6]1[C:15]2[C:10](=[CH:11][CH:12]=[CH:13][CH:14]=2)[CH:9]=[CH:8][CH:7]=1)[CH2:2][N:30]1[CH2:31][CH2:32][N:27]([C:25](=[O:26])[C:24]2[CH:33]=[CH:34][C:21]([NH:20][S:17]([CH3:16])(=[O:19])=[O:18])=[CH:22][CH:23]=2)[CH2:28][CH2:29]1. Reported procedure: Add 7.89 g (42.4 mmol) of 1,2-epoxy-3-(1-naphthalenyloxy)propane to a solution of 12.0 9 (42.4 mmol) of 1-[4-[(methylsulfonyl)amino]benzoyl]piperazine in methanol. Heat the resultant solution at reflux for about 46 h. Cool the solution to room temperature and evaporate the solvent. Triturate the residue with ether toobtain crystals of the title compound. Starting materials: CN(CCn1cncn1)C(=O)OC(C)(C)C, ClCCl, O=C(O)C(F)(F)F. The product is CNCCn1cncn1. As a reaction SMILES: [CH3:1][N:2]([C:3]([O:4][C:5]([CH3:6])([CH3:7])[CH3:8])=[O:9])[CH2:10][CH2:11][n:12]1[n:13][cH:14][n:15][cH:16]1.[Cl:24][CH2:25][Cl:26].[OH:17][C:18]([C:19]([F:20])([F:21])[F:22])=[O:23]>>[CH3:1][NH:2][CH2:10][CH2:11][n:12]1[n:13][cH:14][n:15][cH:16]1. The reactants are O=C1N(C2=CC=CC=C2C12COC1=CC3=C(OCCO3)C=C12)CC1=CC=C(O1)C(=O)O (5-[(2′-oxo-2,3-dihydrospiro[furo[2,3-g][1,4]benzodioxine-8,3′-indol]-1′(2′H)-yl)methyl]furan-2-carboxylic acid), Cl.CNC (dimethylamine hydrochloride), N-(3-dimethylaminopropyl)-W-ethylcarbodiimide hydrochloride, O.ON1N=NC2=C1C=CC=C2 (1-hydroxybenzotriazole hydrate), CN1CCOCC1 (4-methylmorpholine). Run in CN(C=O)C (N,N-dimethylformamide). Yields the product CN(C(=O)C=1OC(=CC1)CN1C(C2(C3=CC=CC=C13)COC1=CC3=C(OCCO3)C=C12)=O)C (N,N-dimethyl-5-[(2′-oxo-2,3-dihydrospiro[furo[2,3-g][1,4]benzodioxine-8,3′-indol]-1′(2′H)-yl)methyl]furan-2-carboxamide). Isolated yield 76.2%. Reaction SMILES: [O:1]=[C:2]1[C:10]2([C:22]3[C:13](=[CH:14][C:15]4[O:20][CH2:19][CH2:18][O:17][C:16]=4[CH:21]=3)[O:12][CH2:11]2)[C:9]2[C:4](=[CH:5][CH:6]=[CH:7][CH:8]=2)[N:3]1[CH2:23][C:24]1[O:28][C:27]([C:29]([OH:31])=O)=[CH:26][CH:25]=1.Cl.[CH3:33][NH:34][CH3:35].O.ON1C2C=CC=CC=2N=N1.CN1CCOCC1>CN(C)C=O>[CH3:33][N:34]([CH3:35])[C:29]([C:27]1[O:28][C:24]([CH2:23][N:3]2[C:4]3[C:9](=[CH:8][CH:7]=[CH:6][CH:5]=3)[C:10]3([C:22]4[C:13](=[CH:14][C:15]5[O:20][CH2:19][CH2:18][O:17][C:16]=5[CH:21]=4)[O:12][CH2:11]3)[C:2]2=[O:1])=[CH:25][CH:26]=1)=[O:31] |f:1.2,3.4|. Procedure details: A solution of 5-[(2′-oxo-2,3-dihydrospiro[furo[2,3-g][1,4]benzodioxine-8,3′-indol]-1′(2′H)-yl)methyl]furan-2-carboxylic acid (0.42 g, 1.00 mmol), dimethylamine hydrochloride (0.17 g, 2.04 mmol), N-(3-dimethylaminopropyl)-W-ethylcarbodiimide hydrochloride (0.26 g, 1.35 mmol), 1-hydroxybenzotriazole hydrate (0.21 g, 1.54 mmol) and 4-methylmorpholine (0.30 mL, 2.7 mmol) in N,N-dimethylformamide (10 mL) was stirred at ambient temperature for 16 h. The solvent was removed under reduced pressure, the ... The reactants are COc1c(C(=O)N2CCC(Nc3ccc(CCNCC(O)COc4ccc(O[Si](c5ccccc5)(c5ccccc5)C(C)(C)C)cc4)cc3)CC2)sc2ccccc12, CO, ClC(Cl)Cl. Yields the product COc1c(C(=O)N2CCC(Nc3ccc(CCNCC(O)COc4ccc(O)cc4)cc3)CC2)sc2ccccc12. As a reaction SMILES: [C:1]([Si:2]([c:3]1[cH:4][cH:5][cH:47][cH:48][cH:49]1)([O:6][c:7]1[cH:8][cH:9][c:10]([O:11][CH2:12][CH:13]([CH2:14][NH:15][CH2:16][CH2:17][c:18]2[cH:19][cH:20][c:21]([NH:22][CH:23]3[CH2:24][CH2:25][N:26]([C:29](=[O:30])[c:31]4[s:32][c:33]5[c:34]([c:35]4[O:36][CH3:37])[cH:38][cH:39][cH:40][cH:41]5)[CH2:27][CH2:28]3)[cH:42][cH:43]2)[OH:44])[cH:45][cH:46]1)[c:50]1[cH:51][cH:52][cH:53][cH:54][cH:55]1)([CH3:56])([CH3:57])[CH3:58].[CH3:59][OH:60].[CH:61]([Cl:62])([Cl:63])[Cl:64]>>[OH:6][c:7]1[cH:8][cH:9][c:10]([O:11][CH2:12][CH:13]([CH2:14][NH:15][CH2:16][CH2:17][c:18]2[cH:19][cH:20][c:21]([NH:22][CH:23]3[CH2:24][CH2:25][N:26]([C:29](=[O:30])[c:31]4[s:32][c:33]5[c:34]([c:35]4[O:36][CH3:37])[cH:38][cH:39][cH:40][cH:41]5)[CH2:27][CH2:28]3)[cH:42][cH:43]2)[OH:44])[cH:45][cH:46]1. The reactants are C(Cl)Cl (methylene chloride), COC(C1=CC(=CC(=C1)[N+](=O)[O-])O)=O (3-hydroxy-5-nitrobenzoic acid methyl ester), BrCCCCCCCCCCCCCCCCCC (1-bromooctadecane), C([O-])([O-])=O.[K+].[K+] (potassium carbonate). The solvent is CN(C)C=O (DMF). Yields the product COC(C1=CC(=CC(=C1)OCCCCCCCCCCCCCCCCCC)[N+](=O)[O-])=O (3-nitro-5-(octadecyloxy)benzoic acid methyl ester). Isolated yield 92.3%. As a reaction SMILES: [CH3:1][O:2][C:3](=[O:14])[C:4]1[CH:9]=[C:8]([N+:10]([O-:12])=[O:11])[CH:7]=[C:6]([OH:13])[CH:5]=1.Br[CH2:16][CH2:17][CH2:18][CH2:19][CH2:20][CH2:21][CH2:22][CH2:23][CH2:24][CH2:25][CH2:26][CH2:27][CH2:28][CH2:29][CH2:30][CH2:31][CH2:32][CH3:33].C(=O)([O-])[O-].[K+].[K+].C(Cl)Cl>CN(C=O)C>[CH3:1][O:2][C:3](=[O:14])[C:4]1[CH:5]=[C:6]([O:13][CH2:33][CH2:32][CH2:31][CH2:30][CH2:29][CH2:28][CH2:27][CH2:26][CH2:25][CH2:24][CH2:23][CH2:22][CH2:21][CH2:20][CH2:19][CH2:18][CH2:17][CH3:16])[CH:7]=[C:8]([N+:10]([O-:12])=[O:11])[CH:9]=1 |f:2.3.4|. Procedure details: A mixture of 1.7 g (8.6 mmol) of 3-hydroxy-5-nitrobenzoic acid methyl ester [prepared as described by D. J. Abraham, D. M. Gazze, P. E. Kennedy and M. Mokotoff, J. Med. Chem. 27, 1549 (1984)], 3.2 g (9.5 mmol) of 1-bromooctadecane and 1.8 g (12.9 mmol) of potassium carbonate in 35 ml of anhydrous DMF was stirred and heated at 75° for 25 hours. After cooling, 150 ml of methylene chloride was added and the insoluble salts were removed by filtration. The filtrate was concentrated at reduced pressur... Isolated yield 90.1%. Reactants: ClC(=O)OCC1C2=CC=CC=C2C=2C=CC=CC12 (9-fluorenylmethyl chloroformate), N[C@@H](C)C(=O)O (L-alanine), O (H2O). Reaction SMILES: [NH2:1][C@H:2]([C:4]([OH:6])=[O:5])[CH3:3].Cl[C:8]([O:10][CH2:11][CH:12]1[C:24]2[CH:23]=[CH:22][CH:21]=[CH:20][C:19]=2[C:18]2[C:13]1=[CH:14][CH:15]=[CH:16][CH:17]=2)=[O:9].O>C([O-])([O-])=O.[Na+].[Na+].O1CCOCC1>[C:8]([NH:1][C@H:2]([C:4]([OH:6])=[O:5])[CH3:3])([O:10][CH2:11][CH:12]1[C:13]2[C:18](=[CH:17][CH:16]=[CH:15][CH:14]=2)[C:19]2[C:24]1=[CH:23][CH:22]=[CH:21][CH:20]=2)=[O:9] |f:3.4.5|. Procedure: To a solution of L-alanine (1.78g, 20 mmol) in 10% Na2CO3 (53 ml) was added dropwise (within 50 min) with stirring and ice bath cooling a solution of 9-fluorenylmethyl chloroformate (5.17g, 20 mmol) in dioxane (40 ml). The mixture was stirred for 1 hr at 0° and 15 hr at 5°, poured into H2O (1.5 liters) and extracted with ether (2 x). The aqueous layer was cooled in an ice bath, acidified with concentrated HCl to pH 2-3 (white precipitate) and extracted with EtOAc (3 × 500 ml). The organic phase ... Run in O1CCOCC1 (dioxane), C(=O)([O-])[O-].[Na+].[Na+] (Na2CO3). Yields the product C(=O)(OCC1C2=CC=CC=C2C2=CC=CC=C12)N[C@@H](C)C(=O)O (Fmoc-L-alanine).